From a dataset of the Open Reaction Database (ORD), a public repository of structured organic reaction records. describe an organic reaction: reactants, conditions, products, and yield The product is Nc1ccc(C=CC(=O)OCc2ccccc2)cn1. RXN SMILES: [C:30](#[N:31])[CH2:32][CH3:33].[C:9]([CH:10]=[CH2:11])(=[O:12])[O:13][CH2:14][c:15]1[cH:16][cH:17][cH:18][cH:19][cH:20]1.[CH:21]([N:22]([CH:23]([CH3:24])[CH3:25])[CH2:26][CH3:27])([CH3:28])[CH3:29].[NH2:1][c:2]1[n:3][cH:4][c:5]([Br:8])[cH:6][cH:7]1.[O-:35][C:36]([CH3:37])=[O:38].[O-:39][C:40]([CH3:41])=[O:42].[Pd+2:34]>>[NH2:1][c:2]1[n:3][cH:4][c:5]([CH:11]=[CH:10][C:9](=[O:12])[O:13][CH2:14][c:15]2[cH:16][cH:17][cH:18][cH:19][cH:20]2)[cH:6][cH:7]1. The reactants are CCC#N, C=CC(=O)OCc1ccccc1, CCN(C(C)C)C(C)C, Nc1ccc(Br)cn1, CC(=O)[O-], CC(=O)[O-], [Pd+2]. Reactants: C(C)OC(\C=C(\C=C\C=C(\C)/C1=C(C(=CC(=C1)C(C)(C)C)C(C)(C)C)OCCCC)/C)=O ((2E,4E,6Z)-7-(3,5-di-tert.-butyl-2-butyloxyphenyl)-3,7-dimethyl-2,4,6-heptatrienoic acid ethyl ester), [OH-].[Na+] (NaOH), Cl (HCl). Solvent: C(C)O (ethanol). Yields the product C(C)(C)(C)C=1C(=C(C=C(C1)C(C)(C)C)\C(=C/C=C/C(=C/C(=O)O)/C)\C)OCCCC ((2E,4E,6Z)-7-[3,5-di-tert.butyl-2-butyloxyphenyl]-3-methyl-2,4,6-octatrienoic acid). RXN SMILES: C([O:3][C:4](=[O:32])/[CH:5]=[C:6](\[CH3:31])/[CH:7]=[CH:8]/[CH:9]=[C:10](\[C:12]1[CH:17]=[C:16]([C:18]([CH3:21])([CH3:20])[CH3:19])[CH:15]=[C:14]([C:22]([CH3:25])([CH3:24])[CH3:23])[C:13]=1[O:26][CH2:27][CH2:28][CH2:29][CH3:30])/[CH3:11])C.[OH-].[Na+].Cl>C(O)C>[C:22]([C:14]1[C:13]([O:26][CH2:27][CH2:28][CH2:29][CH3:30])=[C:12](/[C:10](/[CH3:11])=[CH:9]\[CH:8]=[CH:7]\[C:6](\[CH3:31])=[CH:5]\[C:4]([OH:32])=[O:3])[CH:17]=[C:16]([C:18]([CH3:20])([CH3:21])[CH3:19])[CH:15]=1)([CH3:23])([CH3:24])[CH3:25] |f:1.2|. Procedure details: 520 mg of (2E,4E,6Z)-7-(3,5-di-tert.-butyl-2-butyloxyphenyl)-3,7-dimethyl-2,4,6-heptatrienoic acid ethyl ester was suspended in 5 ml ethanol and treated with 5 ml 6N NaOH and refluxed for 1.5 hr. This was cooled and acidified to pH 3 with dilute HCl . The solid which precipitated was extracted into chloroform. The organic portion was washed with water, dried (Na2SO4), and had the solvent removed. This gave a solid which was crystallized from methylene chloride/hexane to give (2E,4E,6Z)-7-[3,5-di... Starting materials: FC1=CC2=C(C(=NO2)C2CCN(CC2)CCNC2=C(C(N(N=C2)C)=O)Cl)C=C1 (5-{2-[4-(6-fluoro-1,2-benzisoxazole-3-yl)-piperidine-1-yl]-ethylamino}-4-chloro-2-methyl-2H-pyridazine-3-one), solvent, CO (methanol), [OH-].[Na+] (sodium hydroxide). Reagents/catalysts: [Pd] (palladium/charcoal). Solvent: O (water). Run at time 16 hour. Product: FC1=CC(=C(C=C1)C(=O)C1CCN(CC1)CCNC1=CC(N(N=C1)C)=O)O (5-{2-[4-[1-(4-fluoro-2-hydroxy-phenyl)-methanoyl]-piperidine-1-yl]-ethylamino}-2-methyl-2H-pyridazine-3-one). Yield: 67.8%. As a reaction SMILES: [F:1][C:2]1[CH:28]=[CH:27][C:5]2[C:6]([CH:9]3[CH2:14][CH2:13][N:12]([CH2:15][CH2:16][NH:17][C:18]4[CH:23]=[N:22][N:21]([CH3:24])[C:20](=[O:25])[C:19]=4Cl)[CH2:11][CH2:10]3)=N[O:8][C:4]=2[CH:3]=1.C[OH:30].[OH-].[Na+]>[Pd].O>[F:1][C:2]1[CH:28]=[CH:27][C:5]([C:6]([CH:9]2[CH2:14][CH2:13][N:12]([CH2:15][CH2:16][NH:17][C:18]3[CH:23]=[N:22][N:21]([CH3:24])[C:20](=[O:25])[CH:19]=3)[CH2:11][CH2:10]2)=[O:30])=[C:4]([OH:8])[CH:3]=1 |f:2.3|. Procedure: Into a pressure-tight hydrogenating apparatus 5.0 g (0.0123 mole) of 5-{2-[4-(6-fluoro-1,2-benzisoxazole-3-yl)-piperidine-1-yl]-ethylamino}-4-chloro-2-methyl-2H-pyridazine-3-one, 450 ml of a solvent mixture (a 9:1 mixture of methanol and distilled water), 0.56 g (0.014 mole) of sodium hydroxide and 10 g of a palladium/charcoal catalyst (composition: 8% of palladium, 28% of carbon, 64% of water) are weighed in. The reaction mixture is stirred at room temperature under a hydrogen pressure of 10 at... The reactants are CC1C(c2ccccc2)C1(NC(=O)OC(C)(C)C)C(=O)OC(C)(C)C, CC#N, [Na+], [OH-], O, Cc1ccc(S(=O)(=O)O)cc1. Product: CC1C(c2ccccc2)C1(N)C(=O)OC(C)(C)C. As a reaction SMILES: [C:13]([CH3:14])([CH3:15])([CH3:16])[O:17][C:18](=[O:19])[C:20]1([NH:30][C:31]([O:32][C:33]([CH3:34])([CH3:35])[CH3:36])=[O:37])[CH:21]([CH3:29])[CH:22]1[c:23]1[cH:24][cH:25][cH:26][cH:27][cH:28]1.[CH3:40][C:41]#[N:42].[Na+:39].[OH-:38].[OH2:1].[c:2]1([CH3:3])[cH:4][cH:5][c:6]([S:7]([OH:8])(=[O:9])=[O:10])[cH:11][cH:12]1>>[C:13]([CH3:14])([CH3:15])([CH3:16])[O:17][C:18](=[O:19])[C:20]1([NH2:30])[CH:21]([CH3:29])[CH:22]1[c:23]1[cH:24][cH:25][cH:26][cH:27][cH:28]1. Starting materials: BrCc1ccc(Br)cc1, CC(C)(C)OC(=O)N1CCC2(CCNC2=O)CC1, [H-], [Na+], CN(C)C=O, O. Yields the product CC(C)(C)OC(=O)N1CCC2(CC1)CCN(Cc1ccc(Br)cc1)C2=O. Reaction SMILES: [Br:21][c:22]1[cH:23][cH:24][c:25]([CH2:26][Br:27])[cH:28][cH:29]1.[C:3]([CH3:4])([CH3:5])([CH3:6])[O:7][C:8](=[O:9])[N:10]1[CH2:11][CH2:12][C:13]2([CH2:14][CH2:15][NH:16][C:17]2=[O:18])[CH2:19][CH2:20]1.[H-:1].[Na+:2].[O:31]=[CH:32][N:33]([CH3:34])[CH3:35].[OH2:30]>>[C:3]([CH3:4])([CH3:5])([CH3:6])[O:7][C:8](=[O:9])[N:10]1[CH2:11][CH2:12][C:13]2([CH2:14][CH2:15][N:16]([CH2:26][c:25]3[cH:24][cH:23][c:22]([Br:21])[cH:29][cH:28]3)[C:17]2=[O:18])[CH2:19][CH2:20]1. The reactants are C1(=CC=CC=C1)P(Cl)Cl (phenyldichlorophosphine), C(#N)C1=CC=C(C=C1)[N+]#N.F[B-](F)(F)F (p-cyanophenyl-diazonium tetrafluoroborate), [Al] (aluminum). Yields the product C(#N)C1=CC=C(C=C1)P(Cl)C1=CC=CC=C1 (p-cyanophenyl-phenylchlorophosphine). Isolated yield 47.0%. Reaction SMILES: [C:1]1([P:7]([Cl:9])Cl)[CH:6]=[CH:5][CH:4]=[CH:3][CH:2]=1.[C:10]([C:12]1[CH:17]=[CH:16][C:15]([N+]#N)=[CH:14][CH:13]=1)#[N:11].F[B-](F)(F)F.[Al]>>[C:10]([C:12]1[CH:17]=[CH:16][C:15]([P:7]([C:1]2[CH:2]=[CH:3][CH:4]=[CH:5][CH:6]=2)[Cl:9])=[CH:14][CH:13]=1)#[N:11] |f:1.2|. Reported procedure: In this process, the reaction product of phenyldichlorophosphine and p-cyanophenyl-diazonium-tetrafluoroborate has to be subjected to a reduction with aluminum in order to obtain the p-cyanophenyl-phenylchlorophosphine. The yield is 47 % of the theoretical yield. This process can be carried out only with difficulty on a large scale, and the formation of large amounts of fluorine containing waste secondary products creates the problem of the pollution-free destruction thereof.